describe an organic reaction: reactants, conditions, products, and yield From a dataset of the Open Reaction Database (ORD), a public repository of structured organic reaction records. Isolated yield 54.2%. Product: COC1=C2CCNC2=CC=C1 (4-methoxyindoline). Procedure: 4-methoxyindole (0.735 g) was dissolved in acetic acid (25 ml) and cooled in an ice bath. To this solution was added sodium cyanoborohydride (0.942 g) in portions. After the addition was complete, the solution was allowed to come to room temperature and the solution was stirred for an hour. The solvent was removed under vacuum and the residue was taken up in ethyl acetate, washed with sodium carbonate solution, water and finally with brine. The organic layer was evaporated and the resulting prod... Run in C(C)(=O)O (acetic acid). Reaction SMILES: [CH3:1][O:2][C:3]1[CH:11]=[CH:10][CH:9]=[C:8]2[C:4]=1[CH:5]=[CH:6][NH:7]2.C([BH3-])#N.[Na+]>C(O)(=O)C>[CH3:1][O:2][C:3]1[CH:11]=[CH:10][CH:9]=[C:8]2[C:4]=1[CH2:5][CH2:6][NH:7]2 |f:1.2|. Starting materials: COC1=C2C=CNC2=CC=C1 (4-methoxyindole), C(#N)[BH3-].[Na+] (sodium cyanoborohydride). The reactants are C(=O)C1=C(C=C(C(=O)OC)C=C1)N (methyl 4-formyl-3-aminobenzoate), NC(=O)N (urea). Solvent: O (water). Conditions: temperature 145 celsius. Product: OC1=NC2=CC(=CC=C2C=N1)C(=O)OC (methyl 2-hydroxyquinazolin-7-carboxylate). As a reaction SMILES: [CH:1]([C:3]1[CH:12]=[CH:11][C:6]([C:7]([O:9][CH3:10])=[O:8])=[CH:5][C:4]=1[NH2:13])=O.[NH2:14][C:15](N)=[O:16]>O>[OH:16][C:15]1[N:14]=[CH:1][C:3]2[C:4](=[CH:5][C:6]([C:7]([O:9][CH3:10])=[O:8])=[CH:11][CH:12]=2)[N:13]=1. Procedure details: To methyl 4-formyl-3-aminobenzoate (1 eq) was added urea (5 eq) and the mixture was heated to 145° C. for 16 h. To the crude was added water and the precipitated solid was filtered to give methyl 2-hydroxyquinazolin-7-carboxylate in quantitative yield. ES/MS m/z 205 (MH+). Starting materials: C(C)N(C(COC1=CC=C(C=C1)CCSC1=C(C(=O)OC)C=CC=C1)=O)CC1=CC=C(C=C1)C(F)(F)F (Methyl 2-({2-[4-(2-{ethyl[4-(trifluoromethyl)benzyl]amino}-2-oxoethoxy)phenyl]-ethyl}thio)benzoate), [OH-].[Li+] (lithium hydroxide). The solvent is C(C)#N.O (acetonitrile water). Product: C(C)N(C(COC1=CC=C(C=C1)CCSC1=C(C(=O)O)C=CC=C1)=O)CC1=CC=C(C=C1)C(F)(F)F (2-({2-[4-(2-{ethyl[4-(trifluoromethyl)benzyl]amino}-2-oxoethoxy)phenyl]ethyl}thio)benzoic acid). Yield: 93.9%. Reaction SMILES: [CH2:1]([N:3]([CH2:27][C:28]1[CH:33]=[CH:32][C:31]([C:34]([F:37])([F:36])[F:35])=[CH:30][CH:29]=1)[C:4](=[O:26])[CH2:5][O:6][C:7]1[CH:12]=[CH:11][C:10]([CH2:13][CH2:14][S:15][C:16]2[CH:25]=[CH:24][CH:23]=[CH:22][C:17]=2[C:18]([O:20]C)=[O:19])=[CH:9][CH:8]=1)[CH3:2].[OH-].[Li+]>C(#N)C.O>[CH2:1]([N:3]([CH2:27][C:28]1[CH:29]=[CH:30][C:31]([C:34]([F:36])([F:35])[F:37])=[CH:32][CH:33]=1)[C:4](=[O:26])[CH2:5][O:6][C:7]1[CH:8]=[CH:9][C:10]([CH2:13][CH2:14][S:15][C:16]2[CH:25]=[CH:24][CH:23]=[CH:22][C:17]=2[C:18]([OH:20])=[O:19])=[CH:11][CH:12]=1)[CH3:2] |f:1.2,3.4|. Procedure: Methyl 2-({2-[4-(2-{ethyl[4-(trifluoromethyl)benzyl]amino}-2-oxoethoxy)phenyl]-ethyl}thio)benzoate (0.085 g, 0.160 mmol) was dissolved in a mixture of acetonitrile/water (1/1, 4 ml), then lithium hydroxide (0.008 g, 0.320 mmol) was added. The reaction was performed in an single node microwave oven (5 min, 150 deg). Work-up by removing the solvent by evaporation and addition of HCl (2 ml, 1 M). The water phase was extracted with two portions of EtOAc (20 ml), the organic phase was dried (MgSO4) a... Starting materials: O=C([O-])[O-], CCOC(=O)c1ccc(O)c(C#N)c1, CC(C)CBr, [K+], [K+], CN(C)C=O. Product: CCOC(=O)c1ccc(CC(C)C)c(C#N)c1. As a reaction SMILES: [C:20](=[O:21])([O-:22])[O-:23].[C:6](#[N:7])[c:8]1[cH:9][c:10]([C:11](=[O:12])[O:13][CH2:14][CH3:15])[cH:16][cH:17][c:18]1[OH:19].[CH2:1]([CH:2]([CH3:3])[CH3:4])[Br:5].[K+:24].[K+:25].[O:26]=[CH:27][N:28]([CH3:29])[CH3:30]>>[CH2:1]([CH:2]([CH3:3])[CH3:4])[c:18]1[c:8]([C:6]#[N:7])[cH:9][c:10]([C:11](=[O:12])[O:13][CH2:14][CH3:15])[cH:16][cH:17]1. Reactants: COC(C(=O)OC)(C)OC (methyl 2,2-dimethoxypropionate), C(C1=CC=CC=C1)N (benzylamine). The solvent is CCCCCC (hexane). Conditions: temperature 55 celsius, time 12 day. Yields the product C(C1=CC=CC=C1)NC(C(C)(OC)OC)=O (N-Benzyl-2,2-dimethoxypropionamide). Reaction SMILES: [CH3:1][O:2][C:3]([O:9][CH3:10])([CH3:8])[C:4](OC)=[O:5].[CH2:11]([NH2:18])[C:12]1[CH:17]=[CH:16][CH:15]=[CH:14][CH:13]=1>CCCCCC>[CH2:11]([NH:18][C:4](=[O:5])[C:3]([O:9][CH3:10])([O:2][CH3:1])[CH3:8])[C:12]1[CH:17]=[CH:16][CH:15]=[CH:14][CH:13]=1. Procedure: A mixture of methyl 2,2-dimethoxypropionate (2.33 g, 15.7 mmol) and benzylamine (1.68 g, 15.7 mmol) in a 20 mL screw-capped vial was stirred at 55° C. for 12 d. To the reaction mixture, which mostly solidified upon cooling to ambient temperature was added hexane (5 mL), and the mixture was sonicated and stirred vigorously. The solid was filtered off, washed with hexanes, and dried in vacuo to give the title compound as off-white solid. 1H NMR (400 MHz, CDCl3): δ=7.38-7.25 (m, 5H), 7.08 (brs, 1H)...